This data is from the Open Reaction Database (ORD), a public repository of structured organic reaction records. The task is: describe an organic reaction: reactants, conditions, products, and yield Reactants: N1=CC(=CC=C1)NS(=O)(=O)C1=C(C(=O)OC)C=CC=C1 (methyl 2-[(pyridin-3-ylamino)sulfonyl]benzoate), FC=1C=C(CN)C=CC1 (3-fluorobenzylamine). RXN SMILES: [N:1]1[CH:6]=[CH:5][CH:4]=[C:3]([NH:7][S:8]([C:11]2[CH:20]=[CH:19][CH:18]=[CH:17][C:12]=2[C:13]([O:15]C)=O)(=[O:10])=[O:9])[CH:2]=1.[F:21][C:22]1[CH:23]=[C:24]([CH:27]=[CH:28][CH:29]=1)[CH2:25][NH2:26]>>[F:21][C:22]1[CH:23]=[C:24]([CH:27]=[CH:28][CH:29]=1)[CH2:25][NH:26][C:13](=[O:15])[C:12]1[CH:17]=[CH:18][CH:19]=[CH:20][C:11]=1[S:8]([NH:7][C:3]1[CH:2]=[N:1][CH:6]=[CH:5][CH:4]=1)(=[O:9])=[O:10]. Reported procedure: The title compound was prepared according to procedures described above, using methyl 2-[(pyridin-3-ylamino)sulfonyl]benzoate and 3-fluorobenzylamine. The title compound was further purified by dissolving 25 g in EtOH (300 mL) and gently heating using water bath to 80° C. The resulting solids material were then slowly dissolved and more EtOH (50 mL) was added to completely dissolve all the solids. The solution left at room temperature to crystallize for 1 h. The resulting crystals were collected... Yield: 84.0%. Product: FC=1C=C(CNC(C2=C(C=CC=C2)S(=O)(=O)NC=2C=NC=CC2)=O)C=CC1 (N-(3-fluorobenzyl)-2-[(pyridin-3-ylamino)sulfonyl]benzamide). Reactants: FC1=CC=C(C=C1)[C@H](C)NCC=1NC(C2=C(N1)CCOC2)=O ((S)-2-((1-(4-fluorophenyl)ethylamino)methyl)-7,8-dihydro-3H-pyrano[4,3-d]pyrimidin-4(5H)-one), FC1=CC=C(C(=O)C2CCN(CC2)CC(=O)O)C=C1 (2-(4-(4-fluorobenzoyl)piperidin-1-yl)acetic acid), C30H32FN4O4. Product: FC1=CC=C(C(=O)C2CCN(CC2)CC(=O)N(CC=2NC(C3=C(N2)CCOC3)=O)[C@@H](C)C3=CC=C(C=C3)F)C=C1 ((S)-2-(4-(4-Fluorobenzoyl)piperidin-1-yl)-N-(1-(4-fluorophenyl)ethyl)-N-((4-oxo-4,5,7,8-tetrahydro-3H-pyrano[4,3-d]pyrimidin-2-yl)methyl)acetamide). As a reaction SMILES: [F:1][C:2]1[CH:7]=[CH:6][C:5]([C@@H:8]([NH:10][CH2:11][C:12]2[NH:13][C:14](=[O:22])[C:15]3[CH2:21][O:20][CH2:19][CH2:18][C:16]=3[N:17]=2)[CH3:9])=[CH:4][CH:3]=1.[F:23][C:24]1[CH:41]=[CH:40][C:27]([C:28]([CH:30]2[CH2:35][CH2:34][N:33]([CH2:36][C:37](O)=[O:38])[CH2:32][CH2:31]2)=[O:29])=[CH:26][CH:25]=1>>[F:23][C:24]1[CH:25]=[CH:26][C:27]([C:28]([CH:30]2[CH2:31][CH2:32][N:33]([CH2:36][C:37]([N:10]([C@H:8]([C:5]3[CH:6]=[CH:7][C:2]([F:1])=[CH:3][CH:4]=3)[CH3:9])[CH2:11][C:12]3[NH:13][C:14](=[O:22])[C:15]4[CH2:21][O:20][CH2:19][CH2:18][C:16]=4[N:17]=3)=[O:38])[CH2:34][CH2:35]2)=[O:29])=[CH:40][CH:41]=1. Procedure details: Following general procedure of Example 4, the title compound was prepared (40.7 mg) from (S)-2-((1-(4-fluorophenyl)ethylamino)methyl)-7,8-dihydro-3H-pyrano[4,3-d]pyrimidin-4(5H)-one and 2-(4-(4-fluorobenzoyl)piperidin-1-yl)acetic acid. Exact mass calculated for C30H32FN4O4 550.6. found 551.4 (ESI, M+H); 1H NMR (400 MHz, dichloromethane-d2) δ ppm 7.97 (dd, J=8.84, 5.31 Hz, 2H) 7.31 (dd, J=8.59, 5.05 Hz, 1H) 7.13-7.27 (m, 3H) 6.88 (t, J=7.83 Hz, 1H) 6.03 (q, J=7.07 Hz, 1H) 4.27-4.57 (m, 5H) 4.11 (...